From a dataset of the Open Reaction Database (ORD), a public repository of structured organic reaction records. describe an organic reaction: reactants, conditions, products, and yield The product is COc1c(-c2ccoc2)cc(-n2ccc(=O)[nH]c2=O)cc1-c1ccc2c(c1)CC=C2CNS(C)(=O)=O. Reactants: COc1c(-c2ccc3c(c2)CC=C3CNS(C)(=O)=O)cc(-n2ccc(=O)[nH]c2=O)cc1-c1ccco1, OB(O)c1ccoc1. Reaction SMILES: [O:1]=[c:2]1[n:3](-[c:9]2[cH:10][c:11](-[c:32]3[o:33][cH:34][cH:35][cH:36]3)[c:12]([O:30][CH3:31])[c:13](-[c:15]3[cH:16][cH:17][c:18]4[c:22]([cH:23]3)[CH2:21][CH:20]=[C:19]4[CH2:24][NH:25][S:26](=[O:27])(=[O:28])[CH3:29])[cH:14]2)[cH:4][cH:5][c:6](=[O:8])[nH:7]1.[o:37]1[cH:38][c:39]([B:42]([OH:43])[OH:44])[cH:40][cH:41]1>>[O:1]=[c:2]1[n:3](-[c:9]2[cH:10][c:11](-[c:39]3[cH:38][o:37][cH:41][cH:40]3)[c:12]([O:30][CH3:31])[c:13](-[c:15]3[cH:16][cH:17][c:18]4[c:22]([cH:23]3)[CH2:21][CH:20]=[C:19]4[CH2:24][NH:25][S:26](=[O:27])(=[O:28])[CH3:29])[cH:14]2)[cH:4][cH:5][c:6](=[O:8])[nH:7]1. Procedure: A mixture of [8-chloro-4-difluoromethoxy-2-isopropyl-3-(4-methanesulfonylbenzyl)quinolin-5-yloxy]acetic acid methyl ester (0.040 g), tetrahydrofuran (3.0 mL) and 1.0 M aqueous lithium hydroxide solution (0.10 mL) was stirred at room temperature for 1 hour. The solvent was removed under reduced pressure and the residue diluted with water and then the pH adjusted to 5 by the addition of sodium dihydrogenphosphate. The mixture was extracted with ethyl acetate and the combined extracts dried over ma... Reactants: COC(COC1=C2C(=C(C(=NC2=C(C=C1)Cl)C(C)C)CC1=CC=C(C=C1)S(=O)(=O)C)OC(F)F)=O ([8-chloro-4-difluoromethoxy-2-isopropyl-3-(4-methanesulfonylbenzyl)quinolin-5-yloxy]acetic acid methyl ester), [OH-].[Li+] (lithium hydroxide). Solvent: O1CCCC1 (tetrahydrofuran). RXN SMILES: C[O:2][C:3](=[O:35])[CH2:4][O:5][C:6]1[CH:15]=[CH:14][C:13]([Cl:16])=[C:12]2[C:7]=1[C:8]([O:31][CH:32]([F:34])[F:33])=[C:9]([CH2:20][C:21]1[CH:26]=[CH:25][C:24]([S:27]([CH3:30])(=[O:29])=[O:28])=[CH:23][CH:22]=1)[C:10]([CH:17]([CH3:19])[CH3:18])=[N:11]2.[OH-].[Li+]>O1CCCC1>[Cl:16][C:13]1[CH:14]=[CH:15][C:6]([O:5][CH2:4][C:3]([OH:35])=[O:2])=[C:7]2[C:12]=1[N:11]=[C:10]([CH:17]([CH3:19])[CH3:18])[C:9]([CH2:20][C:21]1[CH:22]=[CH:23][C:24]([S:27]([CH3:30])(=[O:28])=[O:29])=[CH:25][CH:26]=1)=[C:8]2[O:31][CH:32]([F:33])[F:34] |f:1.2|. Conditions: time 1 hour. The product is ClC=1C=CC(=C2C(=C(C(=NC12)C(C)C)CC1=CC=C(C=C1)S(=O)(=O)C)OC(F)F)OCC(=O)O ([8-chloro-4-difluoromethoxy-2-isopropyl-3-(4-methanesulfonylbenzyl)quinolin-5-yloxy]acetic Acid). Starting materials: O=C(NNC(=O)c1ccccc1C(=O)O)c1ccccc1, CN(C)C=O, O=S(=O)=O. Product: O=C(NN1C(=O)c2ccccc2C1=O)c1ccccc1. Reaction SMILES: [C:5]([c:6]1[cH:7][cH:8][cH:9][cH:10][cH:11]1)(=[O:12])[NH:13][NH:14][C:15]([c:16]1[c:17]([C:22](=[O:23])[OH:24])[cH:18][cH:19][cH:20][cH:21]1)=[O:25].[CH3:26][N:27]([CH3:28])[CH:29]=[O:30].[O:1]=[S:2](=[O:3])=[O:4]>>[C:5]([c:6]1[cH:7][cH:8][cH:9][cH:10][cH:11]1)(=[O:12])[NH:13][N:14]1[C:15](=[O:25])[c:16]2[c:17]([cH:18][cH:19][cH:20][cH:21]2)[C:22]1=[O:24]. Starting materials: O=C([O-])[O-], CCCI, CC#N, [K+], [K+], O=C(NCCCNCCc1ccc(Cl)cc1)Nc1ccccc1. Yields the product CCCN(CCCNC(=O)Nc1ccccc1)CCc1ccc(Cl)cc1. RXN SMILES: [C:28](=[O:29])([O-:30])[O-:31].[CH2:1]([CH2:2][CH3:3])[I:4].[CH3:34][C:35]#[N:36].[K+:32].[K+:33].[c:5]1([NH:11][C:12](=[O:13])[NH:14][CH2:15][CH2:16][CH2:17][NH:18][CH2:19][CH2:20][c:21]2[cH:22][cH:23][c:24]([Cl:27])[cH:25][cH:26]2)[cH:6][cH:7][cH:8][cH:9][cH:10]1>>[CH2:1]([CH2:2][CH3:3])[N:18]([CH2:17][CH2:16][CH2:15][NH:14][C:12]([NH:11][c:5]1[cH:6][cH:7][cH:8][cH:9][cH:10]1)=[O:13])[CH2:19][CH2:20][c:21]1[cH:22][cH:23][c:24]([Cl:27])[cH:25][cH:26]1. Reactants: C(=C)[Mg]Cl (vinylmagnesium chloride), C(Cl)Cl (methylene chloride), [Cl-].[NH4+] (ammonium chloride), C(Cl)Cl (methylene chloride), C(=O)C1N(C(SC1)C1=CC=CC=C1)C(=O)OC (4-formyl-3-carbomethoxy-2-phenylthiazolidine). Run in CO (methanol). Reaction conditions: time 30 minute. Product: OC(C=C)C1N(C(SC1)C1=CC=CC=C1)C(=O)OC (4-(1-hydroxyprop-2-en-1-yl)-3-carbomethoxy-2-phenylthiazolidine). Isolated yield 87.0%. Reaction SMILES: [CH:1]([Mg]Cl)=[CH2:2].C(Cl)Cl.[CH:8]([CH:10]1[CH2:14][S:13][CH:12]([C:15]2[CH:20]=[CH:19][CH:18]=[CH:17][CH:16]=2)[N:11]1[C:21]([O:23][CH3:24])=[O:22])=[O:9].[Cl-].[NH4+]>CO>[OH:9][CH:8]([CH:10]1[CH2:14][S:13][CH:12]([C:15]2[CH:20]=[CH:19][CH:18]=[CH:17][CH:16]=2)[N:11]1[C:21]([O:23][CH3:24])=[O:22])[CH:1]=[CH2:2] |f:3.4|. Reported procedure: To a mixture of 310 ml. (0.440 mole) of vinylmagnesium chloride (from Ventron Corp., 1.42 molar in tetrahydrofuran) and 250 ml. of methylene chloride, which had been previously prepared and kept at -74° C., a solution of 14.2 g. (0.0565 mol) of 4-formyl-3-carbomethoxy-2-phenylthiazolidine dissolved in 50 ml. of methylene chloride was added over a period of 7-10 minutes, while the temperature of the reaction was kept at -60° to -70° C. After addition, the reaction mixture was stirred for 30 minut...